Dataset: the Open Reaction Database (ORD), a public repository of structured organic reaction records. Task: describe an organic reaction: reactants, conditions, products, and yield The reactants are CN1CCCC1=O, CCOC(C)=O, N#Cc1ccc(N)cc1Cl, Cl[Pd](Cl)([PH](C1CCCCC1)(C1CCCCC1)C1CCCCC1)[PH](C1CCCCC1)(C1CCCCC1)C1CCCCC1, OB(O)c1ccccc1. Yields the product N#Cc1ccc(N)cc1-c1ccccc1. RXN SMILES: [CH3:20][N:21]1[CH2:22][CH2:23][CH2:24][C:25]1=[O:26].[CH3:27][CH2:28][O:29][C:30]([CH3:31])=[O:32].[Cl:1][c:2]1[cH:3][c:4]([NH2:5])[cH:6][cH:7][c:8]1[C:9]#[N:10].[Cl:33][Pd:34]([Cl:35])([PH:36]([CH:37]1[CH2:38][CH2:39][CH2:40][CH2:41][CH2:42]1)([CH:43]1[CH2:44][CH2:45][CH2:46][CH2:47][CH2:48]1)[CH:49]1[CH2:50][CH2:51][CH2:52][CH2:53][CH2:54]1)[PH:55]([CH:56]1[CH2:57][CH2:58][CH2:59][CH2:60][CH2:61]1)([CH:62]1[CH2:63][CH2:64][CH2:65][CH2:66][CH2:67]1)[CH:68]1[CH2:69][CH2:70][CH2:71][CH2:72][CH2:73]1.[c:11]1([B:17]([OH:18])[OH:19])[cH:12][cH:13][cH:14][cH:15][cH:16]1>>[c:2]1(-[c:11]2[cH:12][cH:13][cH:14][cH:15][cH:16]2)[cH:3][c:4]([NH2:5])[cH:6][cH:7][c:8]1[C:9]#[N:10]. Reactants: O=C([O-])[O-], CC#N, Cn1ccc(NC(=O)c2cc(O)c3c(c2)OC(C)(C)C3)n1, ClCC1CC1, [Cs+], [Cs+]. Product: Cn1ccc(NC(=O)c2cc(OCC3CC3)c3c(c2)OC(C)(C)C3)n1. Reaction SMILES: [C:1](=[O:2])([O-:3])[O-:4].[CH3:33][C:34]#[N:35].[CH3:7][n:8]1[n:9][c:10]([NH:13][C:14](=[O:15])[c:16]2[cH:17][c:18]3[c:19]([c:25]([OH:27])[cH:26]2)[CH2:20][C:21]([CH3:23])([CH3:24])[O:22]3)[cH:11][cH:12]1.[Cl:28][CH2:29][CH:30]1[CH2:31][CH2:32]1.[Cs+:5].[Cs+:6]>>[CH3:7][n:8]1[n:9][c:10]([NH:13][C:14](=[O:15])[c:16]2[cH:17][c:18]3[c:19]([c:25]([O:27][CH2:29][CH:30]4[CH2:31][CH2:32]4)[cH:26]2)[CH2:20][C:21]([CH3:23])([CH3:24])[O:22]3)[cH:11][cH:12]1. Reactants: CN(CCNC(CC(=O)OCC)=N)C (ethyl 3-(2-dimethylamino-ethylamino)-3-iminopropionate), CC(CC(C)=O)=O (pentane-2,4-dione). Reaction SMILES: [CH3:1][N:2]([CH3:14])[CH2:3][CH2:4][NH:5][C:6](=[NH:13])[CH2:7][C:8]([O:10][CH2:11][CH3:12])=[O:9].[CH3:15][C:16](=O)[CH2:17][C:18](=O)[CH3:19]>C1C=CC=CC=1>[CH3:14][N:2]([CH3:1])[CH2:3][CH2:4][NH:5][C:6]1[N:13]=[C:18]([CH3:19])[CH:17]=[C:16]([CH3:15])[C:7]=1[C:8]([O:10][CH2:11][CH3:12])=[O:9]. Product: CN(CCNC1=C(C(=O)OCC)C(=CC(=N1)C)C)C (Ethyl 2-(2-Dimethylaminoethylamino)-4,6-dimethylnicotinate). Procedure: A solution of crude ethyl 3-(2-dimethylamino-ethylamino)-3-iminopropionate (15.3 g, 50 mmol) and pentane-2,4-dione (7.7 ml, 75 mmol) in dry benzene (80 ml) is refluxed for 18 hours. This solution is dried over anhydrous sodium sulfate and evaporated to give 18.4 g of crude title B product. Solvent: C1=CC=CC=C1 (benzene). The yield is 99.0%. The solvent is C1(=CC=CC=C1)C (toluene). Reported procedure: A solution of 10.0 g (0.0908 mol) of 1-octyne, 60 ml of anhydrous toluene, 230 mg of azobisisobutylonitrile (AIBN), and 25 ml (0.0943 mol) of tri-n-butyltin hydride is refluxed under an argon atmosphere for 3 hours. The reaction mixture is cooled to ambient temperature and concentrated in vacuo. The resulting yellow liquid is distilled (bulb to bulb) to give 36.29 (99%) of the stannyl octene as a pale yellow liquid. Reaction SMILES: [CH:1]#[C:2][CH2:3][CH2:4][CH2:5][CH2:6][CH2:7][CH3:8].CC(N=NC(C#N)(C)C)(C#N)C.[CH2:21]([SnH:25]([CH2:30][CH2:31][CH2:32][CH3:33])[CH2:26][CH2:27][CH2:28][CH3:29])[CH2:22][CH2:23][CH3:24]>C1(C)C=CC=CC=1>[CH2:30]([Sn:25]([CH2:21][CH2:22][CH2:23][CH3:24])([CH2:26][CH2:27][CH2:28][CH3:29])/[CH:1]=[CH:2]/[CH2:3][CH2:4][CH2:5][CH2:6][CH2:7][CH3:8])[CH2:31][CH2:32][CH3:33]. Starting materials: C#CCCCCCC (1-octyne), CC(C)(C#N)N=NC(C)(C)C#N (azobisisobutylonitrile), C(CCC)[SnH](CCCC)CCCC (tri-n-butyltin hydride). The product is 36.29, C(CCC)[Sn](\C=C\CCCCCC)(CCCC)CCCC (E-1-Tri-n-butylstannyl-1-octene). Reactants: FC(=CCCCCCCCCCC(=O)NN)F (12,12-difluoro-11-dodecenoic acid hydrazide), CN=C=O (methyl isocyanate). Run in C(C)OCC (diethyl ether). The product is CNC(=O)NNC(CCCCCCCCCC=C(F)F)=O (N-methyl-2-(12,12-difluoro-11-dodecenoyl)hydrazinecarboxamide). Isolated yield 81.9%. As a reaction SMILES: [F:1][C:2]([F:17])=[CH:3][CH2:4][CH2:5][CH2:6][CH2:7][CH2:8][CH2:9][CH2:10][CH2:11][CH2:12][C:13]([NH:15][NH2:16])=[O:14].[CH3:18][N:19]=[C:20]=[O:21]>C(OCC)C>[CH3:18][NH:19][C:20]([NH:16][NH:15][C:13](=[O:14])[CH2:12][CH2:11][CH2:10][CH2:9][CH2:8][CH2:7][CH2:6][CH2:5][CH2:4][CH:3]=[C:2]([F:17])[F:1])=[O:21]. Reported procedure: A stirred solution of 0.5 gram (0.002 mole) of 12,12-difluoro-11-dodecenoic acid hydrazide and 0.11 gram (0.002 mole) of methyl isocyanate in 30 ml of diethyl ether was heated under reflux for three hours. The reaction mixture was concentrated under reduced pressure yielding 0.5 gram of N-methyl-2-(12,12-difluoro-11-dodecenoyl)hydrazinecarboxamide. The nmr spectrum was consistent with the proposed structure. Reactants: FC1=C(C=C(C=C1)C(F)(F)F)[N+](=O)[O-] (4-fluoro-3-nitrobenzotrifluoride), N[C@@H]1CC[C@H](CC1)O (trans-4-aminocyclohexanol), O (water). The solvent is CN(C=O)C (N,N-dimethylformamide). Conditions: temperature 90 celsius, time 4 hour. The product is O[C@@H]1CC[C@H](CC1)NC1=C(C=C(C=C1)C(F)(F)F)[N+](=O)[O-] (4-(trans-4-hydroxycyclohexylamino)-3-nitrobenzotrifluoride). Isolated yield 92.8%. As a reaction SMILES: F[C:2]1[CH:7]=[CH:6][C:5]([C:8]([F:11])([F:10])[F:9])=[CH:4][C:3]=1[N+:12]([O-:14])=[O:13].[NH2:15][C@H:16]1[CH2:21][CH2:20][C@H:19]([OH:22])[CH2:18][CH2:17]1.O>CN(C)C=O>[OH:22][C@H:19]1[CH2:20][CH2:21][C@H:16]([NH:15][C:2]2[CH:7]=[CH:6][C:5]([C:8]([F:11])([F:10])[F:9])=[CH:4][C:3]=2[N+:12]([O-:14])=[O:13])[CH2:17][CH2:18]1. Procedure details: To a solution of 4-fluoro-3-nitrobenzotrifluoride (4 g) in N,N-dimethylformamide (40 mL) was added trans-4-aminocyclohexanol (6.61 g), and the mixture was stirred at 90° C. for 4 hours under nitrogen atmosphere. After cooling to room temperature, water was added to the mixture. The resulting precipitate was collected by filtration and washed with water to give 4-(trans-4-hydroxycyclohexylamino)-3-nitrobenzotrifluoride (5.4 g) as a yellow solid. Reactants: COC=1C(=NC=CC1)C=1C=C(C=CC1)[N+](=O)[O-] (3-(3-methoxypyridin-2-yl)nitrobenzene). The reagents and catalysts are [Pd] (palladium on carbon). The solvent is C(C)O (ethanol). Yields the product COC=1C(=NC=CC1)C=1C=C(N)C=CC1 (3-(3-methoxypyridin-2-yl)aniline). Isolated yield 100.0%. RXN SMILES: [CH3:1][O:2][C:3]1[C:4]([C:9]2[CH:10]=[C:11]([N+:15]([O-])=O)[CH:12]=[CH:13][CH:14]=2)=[N:5][CH:6]=[CH:7][CH:8]=1>C(O)C.[Pd]>[CH3:1][O:2][C:3]1[C:4]([C:9]2[CH:10]=[C:11]([CH:12]=[CH:13][CH:14]=2)[NH2:15])=[N:5][CH:6]=[CH:7][CH:8]=1. Reported procedure: A suspension of 3-(3-methoxypyridin-2-yl)nitrobenzene (0.391 g) in ethanol (8 ml) was hydrogenated over palladium on carbon (10% w/w, 50% wet, 120 mg) under a hydrogen atmosphere for 3 hours. The catalyst was filtered off, and the filtrate was evaporated under reduced pressure to give 3-(3-methoxypyridin-2-yl)aniline (0.34 g). Reactants: ClC1=C(C(=CC(=C1)NC(SC)=N)Cl)C (1-(2,6-dichloro-4-tolyl)-2-methylisothiourea), ( C ), NN.O (hydrazine.hydrate). Run in C(C)O (ethanol). Yields the product ClC1=C(C(=CC(=C1)NC(=NN)N)Cl)C (1-(2,6-dichloro-4-tolyl)-2-aminoguanidine). Reaction SMILES: [Cl:1][C:2]1[CH:7]=[C:6]([NH:8][C:9](=[NH:12])SC)[CH:5]=[C:4]([Cl:13])[C:3]=1[CH3:14].[NH2:15][NH2:16].O>C(O)C>[Cl:1][C:2]1[CH:7]=[C:6]([NH:8][C:9]([NH2:12])=[N:15][NH2:16])[CH:5]=[C:4]([Cl:13])[C:3]=1[CH3:14] |f:1.2|. Procedure: To 7.18 g of 1-(2,6-dichloro-4-tolyl)-2-methylisothiourea.HJ (C), suspended in 26 ml of ethanol, 1.3 ml of hydrazine.hydrate is added after which the mixture is refluxed for 20 hours. The precipitate formed is filtered off and the filtrate evaporated to dryness. Yield: 6.35 g. Melting point HJ salt: 203°-205° C; melting point HCl salt: 149°-150° C. RXN SMILES: [CH2:1]([CH2:2][CH2:3][CH2:4][CH2:5][CH3:6])[O:7][c:8]1[cH:9][cH:10][c:11]([N:14]2[CH2:15][CH2:16][N:17]([c:20]3[cH:21][cH:22][c:23]([C:24](=[O:25])[O:26][CH2:27][CH3:28])[cH:29][cH:30]3)[CH2:18][CH2:19]2)[cH:12][cH:13]1.[CH3:31][CH2:32][OH:33].[ClH:36].[Na+:35].[O:37]1[CH2:38][CH2:39][CH2:40][CH2:41]1.[OH-:34]>>[CH2:1]([CH2:2][CH2:3][CH2:4][CH2:5][CH3:6])[O:7][c:8]1[cH:9][cH:10][c:11]([N:14]2[CH2:15][CH2:16][N:17]([c:20]3[cH:21][cH:22][c:23]([C:24](=[O:25])[OH:26])[cH:29][cH:30]3)[CH2:18][CH2:19]2)[cH:12][cH:13]1.[ClH:36]. Yields the product CCCCCCOc1ccc(N2CCN(c3ccc(C(=O)O)cc3)CC2)cc1, Cl. Reactants: CCCCCCOc1ccc(N2CCN(c3ccc(C(=O)OCC)cc3)CC2)cc1, CCO, Cl, [Na+], C1CCOC1, [OH-]. The reactants are OC=1C=CC2=C(SC(=C2C(=O)C2=CC=C(C=C2)OCCN2CCCCC2)C2CCCCC2)C1 ((6-hydroxy-2-cyclohexylbenzo[b]thien-3-yl)[4-[2-(1-piperidinyl)ethoxy]phenyl]methanone), C(C1=CC=CC=C1)(=O)Cl (benzoyl chloride). Run in N1=CC=CC=C1 (pyridine). Run at time 1 hour. Yields the product C(C1=CC=CC=C1)(=O)OC=1C=CC2=C(SC(=C2C(=O)C2=CC=C(C=C2)OCCN2CCCCC2)C2CCCCC2)C1 ((6-benzoyloxy-2-cyclohexylbenzo[b]thien-3-yl)[4-[2-(1-piperidinyl)ethoxy]phenyl]methanone). Reaction SMILES: [OH:1][C:2]1[CH:3]=[CH:4][C:5]2[C:9]([C:10]([C:12]3[CH:17]=[CH:16][C:15]([O:18][CH2:19][CH2:20][N:21]4[CH2:26][CH2:25][CH2:24][CH2:23][CH2:22]4)=[CH:14][CH:13]=3)=[O:11])=[C:8]([CH:27]3[CH2:32][CH2:31][CH2:30][CH2:29][CH2:28]3)[S:7][C:6]=2[CH:33]=1.[C:34](Cl)(=[O:41])[C:35]1[CH:40]=[CH:39][CH:38]=[CH:37][CH:36]=1>N1C=CC=CC=1>[C:34]([O:1][C:2]1[CH:3]=[CH:4][C:5]2[C:9]([C:10]([C:12]3[CH:13]=[CH:14][C:15]([O:18][CH2:19][CH2:20][N:21]4[CH2:22][CH2:23][CH2:24][CH2:25][CH2:26]4)=[CH:16][CH:17]=3)=[O:11])=[C:8]([CH:27]3[CH2:32][CH2:31][CH2:30][CH2:29][CH2:28]3)[S:7][C:6]=2[CH:33]=1)(=[O:41])[C:35]1[CH:40]=[CH:39][CH:38]=[CH:37][CH:36]=1. Reported procedure: 27 mg of (6-hydroxy-2-cyclohexylbenzo[b]thien-3-yl)[4-[2-(1-piperidinyl)ethoxy]phenyl]methanone was dissolved in 1 ml of pyridine, 0.1 ml of benzoyl chloride was added, and the mixture was stirred at room temperature for 1 hour. After addition of ice, the reaction mixture was stirred for 1 hour and extracted with ethyl acetate. The organic layer was dried over anhydrous magnesium sulfate, the solvent was distilled off, and the resultant crude product was purified by TLC (developing solvent, chlo...